This data is from the Open Reaction Database (ORD), a public repository of structured organic reaction records. The task is: describe an organic reaction: reactants, conditions, products, and yield The reactants are N(N)C1=NC=CC(=C1)C1=NC=CC=C1 (2'-hydrazino-2,4'-bipyridine), C(OCC)(OCC)OCC (triethyl orthoformate). Yields the product N1=C(C=CC=C1)C1=CC=2N(C=C1)C=NN2 (7-(2-Pyridinyl)-1,2,4-triazolo[4,3-a]pyridine). Reaction SMILES: [NH:1]([C:3]1[CH:8]=[C:7]([C:9]2[CH:14]=[CH:13][CH:12]=[CH:11][N:10]=2)[CH:6]=[CH:5][N:4]=1)[NH2:2].[CH:15](OCC)(OCC)OCC>>[N:10]1[CH:11]=[CH:12][CH:13]=[CH:14][C:9]=1[C:7]1[CH:6]=[CH:5][N:4]2[CH:15]=[N:2][N:1]=[C:3]2[CH:8]=1. Reported procedure: A mixture of 2.0 g of 2'-hydrazino-2,4'-bipyridine and 50 ml of triethyl orthoformate was heated on a steam bath for 18 hours then chilled and filtered. The crystals were dissolved in methylene chloride, treated with activated carbon, filtered and the filtrate concentrated. Chilling and filtration gave 1.5 g of the desired product as cream colored crystals, mp 144-°145° C. The reactants are OC1=CC=C(C=C1)C(CC(CCCC)=O)=O (1-(4-Hydroxyphenyl)-1,3-heptandione), [N+](=O)([O-])C1=CC=C(C=C1)ON (O-(4-Nitrophenyl)hydroxylamine). Solvent: C(C)(=O)O (acetic acid). Reaction conditions: temperature 15 celsius, time 3 hour. The product is [N+](=O)([O-])C1=CC=C(C=C1)ON=C(CC(=O)C1=CC=C(C=C1)O)CCCC (1-(4-hydroxyphenyl)heptane-1,3-dione-3-[O-(4-nitrophenyl)oxime]). Isolated yield 88.0%. Reaction SMILES: [OH:1][C:2]1[CH:7]=[CH:6][C:5]([C:8](=[O:16])[CH2:9][C:10](=O)[CH2:11][CH2:12][CH2:13][CH3:14])=[CH:4][CH:3]=1.[N+:17]([C:20]1[CH:25]=[CH:24][C:23]([O:26][NH2:27])=[CH:22][CH:21]=1)([O-:19])=[O:18]>C(O)(=O)C>[N+:17]([C:20]1[CH:21]=[CH:22][C:23]([O:26][N:27]=[C:10]([CH2:11][CH2:12][CH2:13][CH3:14])[CH2:9][C:8]([C:5]2[CH:6]=[CH:7][C:2]([OH:1])=[CH:3][CH:4]=2)=[O:16])=[CH:24][CH:25]=1)([O-:19])=[O:18]. Procedure details: 1-(4-Hydroxyphenyl)-1,3-heptandione, 1121 g, is dissolved in 4070 g acetic acid. O-(4-Nitrophenyl)hydroxylamine, 784 g, is added in portions keeping the temperature at ca 20° C. The formed slurry is stirred for 3 h, cooled to 15° C., filtered and washed with 1590 g acetic acid. 1944 g wet cake corresponding to 1596 g dry 1-(4-hydroxyphenyl)heptane-1,3-dione-3-[O-(4-nitrophenyl)oxime] is obtained. Yield 88%. Starting materials: ClC=1C2=C(N=CN1)N(C(=C2C)C)CC2=CC=CC=C2 (4-chloro-5,6-dimethyl-7-benzyl-pyrrolo[2,3-d]pyrimidine), ClC=1C=C(N)C=CC1 (m-chloroaniline). The solvent is C(C)O (ethanol). Product: ClC=1C=C(NC=2C3=C(N=CN2)N(C(=C3C)C)CC3=CC=CC=C3)C=CC1 (4-(m-Chloroanilino)-5,6-dimethyl-7-benzyl-pyrrolo[2,3-d]pyrimidine). RXN SMILES: Cl[C:2]1[C:3]2[C:10]([CH3:11])=[C:9]([CH3:12])[N:8]([CH2:13][C:14]3[CH:19]=[CH:18][CH:17]=[CH:16][CH:15]=3)[C:4]=2[N:5]=[CH:6][N:7]=1.[Cl:20][C:21]1[CH:22]=[C:23]([CH:25]=[CH:26][CH:27]=1)[NH2:24]>C(O)C>[Cl:20][C:21]1[CH:22]=[C:23]([CH:25]=[CH:26][CH:27]=1)[NH:24][C:2]1[C:3]2[C:10]([CH3:11])=[C:9]([CH3:12])[N:8]([CH2:13][C:14]3[CH:19]=[CH:18][CH:17]=[CH:16][CH:15]=3)[C:4]=2[N:5]=[CH:6][N:7]=1. Procedure: 0.6 g of 4-chloro-5,6-dimethyl-7-benzyl-pyrrolo[2,3-d]pyrimidine and 0.28 ml of m-chloroaniline are heated at reflux in 10 ml of ethanol for 17 hours. The brown solution is concentrated to dryness by evaporation, the residue is taken up in ethyl acetate, and the ethyl acetate solution is washed until neutral with sodium hydrogen carbonate solution and water, dried and concentrated by evaporation. The residue is crystallised from ethyl acetate/hexane. 4-(m-Chloroanilino)-5,6-dimethyl-7-benzyl-pyr...